From a dataset of the Open Reaction Database (ORD), a public repository of structured organic reaction records. describe an organic reaction: reactants, conditions, products, and yield Starting materials: C(C)(=O)NN1C(NN=C(C1)C)=O (4-acetylamino-6-methyl-3-oxo-2,3,4,5-tetrahydro-1,2,4-triazine), C(C)(=O)[O-].[Na+] (sodium acetate). The solvent is Cl (hydrochloric acid). Conditions: temperature 80 celsius, time 5 hour. Yields the product NN1C(NN=C(C1)C)=O (4-amino-6-methyl-3-oxo-2,3,4,5-tetrahydro- 1,2,4-triazine). As a reaction SMILES: C([NH:4][N:5]1[CH2:10][C:9]([CH3:11])=[N:8][NH:7][C:6]1=[O:12])(=O)C.C([O-])(=O)C.[Na+]>Cl>[NH2:4][N:5]1[CH2:10][C:9]([CH3:11])=[N:8][NH:7][C:6]1=[O:12] |f:1.2|. Procedure details: A mixture of 1.7 g of 4-acetylamino-6-methyl-3-oxo-2,3,4,5-tetrahydro-1,2,4-triazine and 10 ml of 2N hydrochloric acid is stirred for 5 hours at 80° C. After cooling, 1.7 g of sodium acetate are added, and the mixture is concentrated by evaporation in vacuo at a bath temperature of 60° C. The residue is taken up in ethanol, and salt precipitates are filtered off. The filtrate is concentrated to a small volume and caused to crystallize. The title compound is obtained in the form of colorless crys... The reactants are C(=O)([O-])[O-].[Cs+].[Cs+] (Cs2CO3), ClC1=NC(=NC(=C1)Cl)N1CCOCC1 (4-(4,6-dichloropyrimidin-2-yl)morpholine), CNC1CCOCC1 (N-methyltetrahydro-2H-pyran-4-amine). Run in CN1CCCC1=O (NMP). Conditions: temperature 95 celsius, time 90 minute. Product: ClC1=CC(=NC(=N1)N1CCOCC1)N(C1CCOCC1)C (6-chloro-N-methyl-2-morpholino-N-(tetrahydro-2H-pyran-4-yl)pyrimidin-4-amine). Isolated yield 22.6%. RXN SMILES: [CH3:1][NH:2][CH:3]1[CH2:8][CH2:7][O:6][CH2:5][CH2:4]1.C([O-])([O-])=O.[Cs+].[Cs+].Cl[C:16]1[CH:21]=[C:20]([Cl:22])[N:19]=[C:18]([N:23]2[CH2:28][CH2:27][O:26][CH2:25][CH2:24]2)[N:17]=1>CN1C(=O)CCC1>[Cl:22][C:20]1[N:19]=[C:18]([N:23]2[CH2:28][CH2:27][O:26][CH2:25][CH2:24]2)[N:17]=[C:16]([N:2]([CH3:1])[CH:3]2[CH2:8][CH2:7][O:6][CH2:5][CH2:4]2)[CH:21]=1 |f:1.2.3|. Reported procedure: The crude N-methyltetrahydro-2H-pyran-4-amine (104 mg, 0.9 mmol) was dissolved in NMP (0.8 mL). To the solution, Cs2CO3 (366 mg, 1.13 mmol) and 4-(4,6-dichloropyrimidin-2-yl)morpholine (prepared as in Method 22) (80 mg, 0.34 mmol) were added at room temperature. The reaction mixture was heated to 95° C. After 90 minutes, the reaction mixture was cooled to room temperature, filtered and purified by reverse phase preparative HPLC yielding 24 mg (23%) of pure 6-chloro-N-methyl-2-morpholino-N-(tetra... The reactants are CNC1CNC(CO)C1, CCSC1NC(=O)C(=Cc2ccc3c(cnn3Cc3ccc(Cl)cc3C(F)(F)F)c2)S1. Product: CN(C1=NC(=O)C(=Cc2ccc3c(cnn3Cc3ccc(Cl)cc3C(F)(F)F)c2)S1)C1CNC(CO)C1. As a reaction SMILES: [CH3:32][NH:33][CH:34]1[CH2:35][CH:36]([CH2:39][OH:40])[NH:37][CH2:38]1.[Cl:1][c:2]1[cH:3][c:4]([C:28]([F:29])([F:30])[F:31])[c:5]([CH2:6][n:7]2[n:8][cH:9][c:10]3[cH:11][c:12]([CH:16]=[C:17]4[C:18](=[O:25])[NH:19][CH:20]([S:22][CH2:23][CH3:24])[S:21]4)[cH:13][cH:14][c:15]23)[cH:26][cH:27]1>>[Cl:1][c:2]1[cH:3][c:4]([C:28]([F:29])([F:30])[F:31])[c:5]([CH2:6][n:7]2[n:8][cH:9][c:10]3[cH:11][c:12]([CH:16]=[C:17]4[C:18](=[O:25])[N:19]=[C:20]([N:33]([CH3:32])[CH:34]5[CH2:35][CH:36]([CH2:39][OH:40])[NH:37][CH2:38]5)[S:21]4)[cH:13][cH:14][c:15]23)[cH:26][cH:27]1.